Dataset: the Open Reaction Database (ORD), a public repository of structured organic reaction records. Task: describe an organic reaction: reactants, conditions, products, and yield Starting materials: ON=CC=1N=C(SC1)C1CCN(CC1)C(CN1N=C(C=C1C)C(F)(F)F)=O (4-[4-[(Hydroxyimino)methyl]-2-thiazolyl]-1-[[5-methyl-3-(trifluoromethyl)-1H-pyrazol-1-yl]acetyl]piperidine), Cl[O-].[Na+] (sodium hypochlorite), ON=CC=1N=C(SC1)C1CCN(CC1)C(CN1N=C(C=C1C)C(F)(F)F)=O (4-[4-[(hydroxyimino)methyl]-2-thiazolyl]-1-[[5-methyl-3-(trifluoromethyl)-1H-pyrazol-1-yl]acetyl]piperidine), C1(=CC=CC=C1)C#C (phenylacetylene). Run in O1CCCC1 (tetrahydrofuran). The product is CC1=CC(=NN1CC(=O)N1CCC(CC1)C=1SC=C(N1)C1=NOC(=C1)C1=CC=CC=C1)C(F)(F)F (1-[[5-methyl-3-(trifluoromethyl)-1H-pyrazol-1-yl]acetyl]-4-[4-(5-phenyl-3-isoxazolyl)-2-thiazolyl]piperidine). As a reaction SMILES: [OH:1][N:2]=[CH:3][C:4]1[N:5]=[C:6]([CH:9]2[CH2:14][CH2:13][N:12]([C:15](=[O:27])[CH2:16][N:17]3[C:21]([CH3:22])=[CH:20][C:19]([C:23]([F:26])([F:25])[F:24])=[N:18]3)[CH2:11][CH2:10]2)[S:7][CH:8]=1.[C:28]1([C:34]#[CH:35])[CH:33]=[CH:32][CH:31]=[CH:30][CH:29]=1.Cl[O-].[Na+]>O1CCCC1>[CH3:22][C:21]1[N:17]([CH2:16][C:15]([N:12]2[CH2:13][CH2:14][CH:9]([C:6]3[S:7][CH:8]=[C:4]([C:3]4[CH:35]=[C:34]([C:28]5[CH:33]=[CH:32][CH:31]=[CH:30][CH:29]=5)[O:1][N:2]=4)[N:5]=3)[CH2:10][CH2:11]2)=[O:27])[N:18]=[C:19]([C:23]([F:26])([F:25])[F:24])[CH:20]=1 |f:2.3|. Procedure: 4-[4-[(Hydroxyimino)methyl]-2-thiazolyl]-1-[[5-methyl-3-(trifluoromethyl)-1H-pyrazol-1-yl]acetyl]piperidine (i.e. the product of Example 2, Step C) (0.2 g, 0.5 mmol) was suspended in tetrahydrofuran (20 mL), and phenylacetylene (1.1 mL, 1 mmol) was added, followed by a slow dropwise addition of Clorox® bleach solution (6.15 wt. % sodium hypochlorite, 10 mL) over 1 h. The reaction mixture was partitioned between saturated aqueous sodium bicarbonate solution and ethyl acetate. The organic layer wa... Reactants: O=[N+]([O-])c1cccc(Br)c1O, C1COCCO1, FC(F)Cl, [Na+], [OH-], O. Yields the product O=[N+]([O-])c1cccc(Br)c1OC(F)F. As a reaction SMILES: [Br:1][c:2]1[c:3]([OH:11])[c:4]([N+:8](=[O:9])[O-:10])[cH:5][cH:6][cH:7]1.[CH2:14]1[O:15][CH2:16][CH2:17][O:18][CH2:19]1.[Cl:20][CH:21]([F:22])[F:23].[Na+:13].[OH-:12].[OH2:24]>>[Br:1][c:2]1[c:3]([O:11][CH:21]([F:22])[F:23])[c:4]([N+:8](=[O:9])[O-:10])[cH:5][cH:6][cH:7]1. Starting materials: CC(C)OC(=O)N1CCC(Oc2ncnc3c2CCN3c2ccc(Br)cc2F)CC1, CCCC[Sn](CCCC)(CCCC)c1nccs1, C1CCOC1. The product is CC(C)OC(=O)N1CCC(Oc2ncnc3c2CCN3c2ccc(-c3nccs3)cc2F)CC1. Reaction SMILES: [Br:1][c:2]1[cH:3][c:4]([F:30])[c:5]([N:8]2[CH2:9][CH2:10][c:11]3[c:12]2[n:13][cH:14][n:15][c:16]3[O:17][CH:18]2[CH2:19][CH2:20][N:21]([C:24](=[O:25])[O:26][CH:27]([CH3:28])[CH3:29])[CH2:22][CH2:23]2)[cH:6][cH:7]1.[CH2:31]([Sn:32]([CH2:33][CH2:34][CH2:35][CH3:41])([c:36]1[s:37][cH:38][cH:39][n:40]1)[CH2:42][CH2:43][CH2:44][CH3:45])[CH2:46][CH2:47][CH3:48].[CH2:49]1[O:50][CH2:51][CH2:52][CH2:53]1>>[c:2]1(-[c:36]2[s:37][cH:38][cH:39][n:40]2)[cH:3][c:4]([F:30])[c:5]([N:8]2[CH2:9][CH2:10][c:11]3[c:12]2[n:13][cH:14][n:15][c:16]3[O:17][CH:18]2[CH2:19][CH2:20][N:21]([C:24](=[O:25])[O:26][CH:27]([CH3:28])[CH3:29])[CH2:22][CH2:23]2)[cH:6][cH:7]1. The solvent is C(Cl)Cl (DCM). Run at time 24 hour. RXN SMILES: [C:1]([NH:8][C@H:9]([C:19]([OH:21])=O)[CH2:10][C:11]1[CH:16]=[CH:15][C:14]([C:17]#[N:18])=[CH:13][CH:12]=1)([O:3][C:4]([CH3:7])([CH3:6])[CH3:5])=[O:2].CN([C:25]([O:29][N:30]1N=NC2C=CC=C[C:31]1=2)=[N+](C)C)C.[B-](F)(F)(F)F.CCN(C(C)C)C(C)C.Cl.CNOC>C(Cl)Cl>[C:1]([NH:8][CH:9]([CH2:10][C:11]1[CH:12]=[CH:13][C:14]([C:17]#[N:18])=[CH:15][CH:16]=1)[C:19]([N:30]([O:29][CH3:25])[CH3:31])=[O:21])([O:3][C:4]([CH3:5])([CH3:6])[CH3:7])=[O:2] |f:1.2,4.5|. Reactants: C(=O)(OC(C)(C)C)N[C@@H](CC1=CC=C(C=C1)C#N)C(=O)O ((N-Boc)-4-cyanophenylalanine), CN(C)C(=[N+](C)C)ON1C2=C(C=CC=C2)N=N1.[B-](F)(F)(F)F (TBTU), CCN(C(C)C)C(C)C (DIPEA), Cl.CNOC (N,O-dimethylhydroxylamine hydrochloride). Procedure details: 2 g of (N-Boc)-4-cyanophenylalanine, 2.32 g of TBTU, 2.40 ml of DIPEA and 806 mg of N,O-dimethylhydroxylamine hydrochloride are mixed together in 30 ml of DCM. After stirring for 24 hours at RT, the reaction mixture is concentrated to dryness and the residue is then extracted with EtOAc. The organic phase is washed with a pH 2 buffer solution, a saturated NaHCO3 solution and then a saturated NaCl solution. The expected compound crystallizes from a mixture of isopropyl ether and pentane (1.89 g). Product: C(=O)(OC(C)(C)C)NC(C(=O)N(C)OC)CC1=CC=C(C=C1)C#N (2-(N-Boc)amino-3-(4-cyanophenyl)-N-methoxy-N-methylpropanamide). The reactants are NC=1C=C(C#N)C=C(C1O)SC (3-amino-4-hydroxy-5-(methylthio)benzonitrile), ClC(=O)C1=CC=C(C(=O)OC)C=C1 (methyl 4-(chlorocarbonyl)benzoate), BrC1=CC(=CC=2N=C(OC21)C2=CC=C(C(=O)[O-])C=C2)C#N (4-(7-bromo-5-cyano-1,3-benzoxazol-2-yl)benzoate). The product is C(#N)C=1C=C(C2=C(N=C(O2)C2=CC=C(C(=O)OC)C=C2)C1)SC (Methyl 4-[5-cyano-7-(methylthio)-1,3-benzoxazol-2-yl]benzoate). RXN SMILES: [NH2:1][C:2]1[CH:3]=[C:4]([CH:7]=[C:8]([S:11][CH3:12])[C:9]=1[OH:10])[C:5]#[N:6].Cl[C:14]([C:16]1[CH:25]=[CH:24][C:19]([C:20]([O:22][CH3:23])=[O:21])=[CH:18][CH:17]=1)=O.BrC1C2OC(C3C=CC(C([O-])=O)=CC=3)=NC=2C=C(C#N)C=1>>[C:5]([C:4]1[CH:7]=[C:8]([S:11][CH3:12])[C:9]2[O:10][C:14]([C:16]3[CH:25]=[CH:24][C:19]([C:20]([O:22][CH3:23])=[O:21])=[CH:18][CH:17]=3)=[N:1][C:2]=2[CH:3]=1)#[N:6]. Reported procedure: The title compound was prepared from 3-amino-4-hydroxy-5-(methylthio)benzonitrile and methyl 4-(chlorocarbonyl)benzoate by a procedure analogous to that described in INTERMEDIATE 1, Step C. Mass spectrum (ESI) 325.0 (M+1). The reactants are Fc1c(Cl)cccc1Br, CC(C)(C)OC(=O)N1CCC(=O)C1, [Li]CCCC, [Cl-], [NH4+], C1CCOC1. Yields the product CC(C)(C)OC(=O)N1CCC(O)(c2cccc(Cl)c2F)C1. As a reaction SMILES: [Br:1][c:2]1[c:3]([F:9])[c:4]([Cl:8])[cH:5][cH:6][cH:7]1.[C:15](=[O:16])([O:17][C:18]([CH3:19])([CH3:20])[CH3:21])[N:22]1[CH2:23][C:24](=[O:27])[CH2:25][CH2:26]1.[CH2:10]([Li:11])[CH2:12][CH2:13][CH3:14].[Cl-:28].[NH4+:29].[O:30]1[CH2:31][CH2:32][CH2:33][CH2:34]1>>[c:2]1([C:24]2([OH:27])[CH2:23][N:22]([C:15](=[O:16])[O:17][C:18]([CH3:19])([CH3:20])[CH3:21])[CH2:26][CH2:25]2)[c:3]([F:9])[c:4]([Cl:8])[cH:5][cH:6][cH:7]1.